This data is from the Open Reaction Database (ORD), a public repository of structured organic reaction records. The task is: describe an organic reaction: reactants, conditions, products, and yield Reactants: C(C)OC(=O)C=1OC2=C(C1C)C(=CC=C2)OCCCNC2CCN(CC2)CC2=CC=CC=C2 (4-(3-(1-benzyl-piperidin-4-ylamino)-propoxy)-3-methyl-benzofuran-2-carboxylic acid ethyl ester), [H][H] (hydrogen). Reagents/catalysts: [Pd] (Pd on charcoal). The solvent is C(C)O (ethanol). Reaction conditions: time 8 hour. The product is C(C)OC(=O)C=1OC2=C(C1C)C(=CC=C2)OCCCNC2CCN(CC2)CC (4-[3-(1-ethyl-piperidin-4-ylamino)-propoxy]-3-methyl-benzofuran-2-carboxylic acid ethyl ester). As a reaction SMILES: [CH2:1]([O:3][C:4]([C:6]1[O:7][C:8]2[CH:15]=[CH:14][CH:13]=[C:12]([O:16][CH2:17][CH2:18][CH2:19][NH:20][CH:21]3[CH2:26][CH2:25][N:24]([CH2:27][C:28]4C=CC=CC=4)[CH2:23][CH2:22]3)[C:9]=2[C:10]=1[CH3:11])=[O:5])[CH3:2].[H][H]>C(O)C.[Pd]>[CH2:1]([O:3][C:4]([C:6]1[O:7][C:8]2[CH:15]=[CH:14][CH:13]=[C:12]([O:16][CH2:17][CH2:18][CH2:19][NH:20][CH:21]3[CH2:26][CH2:25][N:24]([CH2:27][CH3:28])[CH2:23][CH2:22]3)[C:9]=2[C:10]=1[CH3:11])=[O:5])[CH3:2]. Reported procedure: To a solution of 4-(3-(1-benzyl-piperidin-4-ylamino)-propoxy)-3-methyl-benzofuran-2-carboxylic acid ethyl ester (the compound in Example 100, 14 mg) in ethanol (3 ml) was added 5% Pd on charcoal catalyst (10 mg) under N2. The nitrogen atmosphere was replaced by hydrogen (1 atom) and the resulting mixture was stirred overnight at room temperature. The reaction mixture was filtered through a pad of celite and the pad of celite was rinsed with methanol and dichloromethane. The filtrate combined was... Procedure details: Into a 500-mL 3-necked round-bottom flask, was placed a solution of 6-bromo-1-phenyl-1H-indazole-3-thiol (24 g, 78.69 mmol, 1.00 equiv) in CH3CN (200 mL), Cs2CO3 (28.8 g, 88.34 mmol, 1.12 equiv). To the resulting mixture as then added iodomethane (12.6 g, 88.73 mmol, 1.13 equiv) dropwise with stirring at room temperature. The resulting solution was stirred for 60 min at room temperature. The solids were filtered out. The resulting mixture was concentrated under vacuum. The residue was applied on... Starting materials: BrC1=CC=C2C(=NN(C2=C1)C1=CC=CC=C1)S (6-bromo-1-phenyl-1H-indazole-3-thiol), C(=O)([O-])[O-].[Cs+].[Cs+] (Cs2CO3), IC (iodomethane). Solvent: CC#N (CH3CN). Yields the product BrC1=CC=C2C(=NN(C2=C1)C1=CC=CC=C1)SC (6-bromo-3-(methylthio)-1-phenyl-1H-indazole). Conditions: time 60 minute. As a reaction SMILES: [Br:1][C:2]1[CH:10]=[C:9]2[C:5]([C:6]([SH:17])=[N:7][N:8]2[C:11]2[CH:16]=[CH:15][CH:14]=[CH:13][CH:12]=2)=[CH:4][CH:3]=1.[C:18]([O-])([O-])=O.[Cs+].[Cs+].IC>CC#N>[Br:1][C:2]1[CH:10]=[C:9]2[C:5]([C:6]([S:17][CH3:18])=[N:7][N:8]2[C:11]2[CH:16]=[CH:15][CH:14]=[CH:13][CH:12]=2)=[CH:4][CH:3]=1 |f:1.2.3|. Reaction conditions: temperature 85 celsius, time 48 hour. Procedure details: A mixture of the polymeric macroinitiator, 7 (2.0 g, 0.22 mmol, Mw) 7700, PDI) 1.11), 3 (0.668 g, 1.55 mmol), and AIBN (0.43 mg, 0.03 mmol) was dissolved in 2% H2O in THF (6.0 mL), degassed by four freeze/pump/thaw cycles, and sealed under argon. The polymerization mixture was then stirred at 85° C. for 48 h and allowed to cool, and the star polymer, 23, was obtained after precipitation using ethyl acetate followed by dialysis against methanol (1.9 g, 71%, Mw) δ 500, PDI) 1.32). 1H NMR (CDCl3): ... Yields the product C1=CC=CC=2C3=CC=CC=C3CC12 (Fluorene). Run in O (H2O), C1CCOC1 (THF). Starting materials: COCCOCCC1(C2=CC(=CC=C2C=2C=CC(=CC12)C=C)C=C)CCOCCOC (9,9-Bis(2-(2-methoxyethoxy)ethyl)-2,7-divinylfluorene), CC(C)(C#N)N=NC(C)(C)C#N (AIBN). As a reaction SMILES: COCCOCC[C:8]1(CCOCCOC)[C:20]2[CH:19]=[C:18](C=C)[CH:17]=[CH:16][C:15]=2[C:14]2[C:9]1=[CH:10][C:11](C=C)=[CH:12][CH:13]=2.CC(N=NC(C#N)(C)C)(C#N)C>O.C1COCC1>[CH:10]1[C:9]2[CH2:8][C:20]3[C:15](=[CH:16][CH:17]=[CH:18][CH:19]=3)[C:14]=2[CH:13]=[CH:12][CH:11]=1. Starting materials: ClC=1C=C(OCC(=O)OCC)C=CC1OC (ethyl 3-chloro-4-methoxyphenoxyacetate), [OH-].[Na+] (NaOH). The solvent is C1CCOC1.CO (THF MeOH). Product: ClC=1C=C(OCC(=O)O)C=CC1OC (3-Chloro-4-methoxyphenoxyacetic acid). RXN SMILES: [Cl:1][C:2]1[CH:3]=[C:4]([CH:12]=[CH:13][C:14]=1[O:15][CH3:16])[O:5][CH2:6][C:7]([O:9]CC)=[O:8].[OH-].[Na+]>C1COCC1.CO>[Cl:1][C:2]1[CH:3]=[C:4]([CH:12]=[CH:13][C:14]=1[O:15][CH3:16])[O:5][CH2:6][C:7]([OH:9])=[O:8] |f:1.2,3.4|. Reported procedure: The above ethyl 3-chloro-4-methoxyphenoxyacetate (700 mg) was hydrolysed with 1M aq. NaOH in THF-MeOH (30 mL, 2:1) to provide the title compound as a white powder. The reactants are COCOc1ccc(-n2c(=O)cc(-c3ccccc3Cl)[nH]c2=O)cc1, Cl, C1CCOC1. Yields the product O=c1cc(-c2ccccc2Cl)[nH]c(=O)n1-c1ccc(O)cc1. As a reaction SMILES: [CH3:1][O:2][CH2:3][O:4][c:5]1[cH:6][cH:7][c:8](-[n:11]2[c:12](=[O:25])[nH:13][c:14](-[c:18]3[c:19]([Cl:24])[cH:20][cH:21][cH:22][cH:23]3)[cH:15][c:16]2=[O:17])[cH:9][cH:10]1.[ClH:26].[O:27]1[CH2:28][CH2:29][CH2:30][CH2:31]1>>[OH:4][c:5]1[cH:6][cH:7][c:8](-[n:11]2[c:12](=[O:25])[nH:13][c:14](-[c:18]3[c:19]([Cl:24])[cH:20][cH:21][cH:22][cH:23]3)[cH:15][c:16]2=[O:17])[cH:9][cH:10]1.